This data is from the Open Reaction Database (ORD), a public repository of structured organic reaction records. The task is: describe an organic reaction: reactants, conditions, products, and yield The reactants are CC[Si](CC)(CC)OC(C)(C)CC=CBr, CCC(C)(O)C1=CCC2C3=CC=C4CC(O[Si](C)(C)C(C)(C)C)CC(O[Si](C)(C)C(C)(C)C)C4(C)C3CCC12C, C1COCCOCCOCCOCCO1, [H-], [Na+], C1CCOC1. Product: CCC(C)(OC=CCC(C)(C)O[Si](CC)(CC)CC)C1=CCC2C3=CC=C4CC(O[Si](C)(C)C(C)(C)C)CC(O[Si](C)(C)C(C)(C)C)C4(C)C3CCC12C. RXN SMILES: [Br:41][CH:42]=[CH:43][CH2:44][C:45]([CH3:46])([CH3:47])[O:48][Si:49]([CH2:50][CH3:51])([CH2:52][CH3:53])[CH2:54][CH3:55].[C:1]([CH3:2])([CH3:3])([CH3:4])[Si:5]([O:6][CH:7]1[CH2:8][CH:9]([O:31][Si:32]([CH3:33])([CH3:34])[C:35]([CH3:36])([CH3:37])[CH3:38])[CH2:10][C:11]2=[CH:12][CH:13]=[C:14]3[CH:15]4[CH2:16][CH:17]=[C:18]([C:19]([CH3:20])([CH2:21][CH3:22])[OH:23])[C:24]4([CH3:30])[CH2:25][CH2:26][CH:27]3[C:28]12[CH3:29])([CH3:39])[CH3:40].[CH2:58]1[O:59][CH2:60][CH2:61][O:62][CH2:63][CH2:64][O:65][CH2:66][CH2:67][O:68][CH2:69][CH2:70][O:71][CH2:72]1.[H-:56].[Na+:57].[O:73]1[CH2:74][CH2:75][CH2:76][CH2:77]1>>[C:1]([CH3:2])([CH3:3])([CH3:4])[Si:5]([O:6][CH:7]1[CH2:8][CH:9]([O:31][Si:32]([CH3:33])([CH3:34])[C:35]([CH3:36])([CH3:37])[CH3:38])[CH2:10][C:11]2=[CH:12][CH:13]=[C:14]3[CH:15]4[CH2:16][CH:17]=[C:18]([C:19]([CH3:20])([CH2:21][CH3:22])[O:23][CH:42]=[CH:43][CH2:44][C:45]([CH3:46])([CH3:47])[O:48][Si:49]([CH2:50][CH3:51])([CH2:52][CH3:53])[CH2:54][CH3:55])[C:24]4([CH3:30])[CH2:25][CH2:26][CH:27]3[C:28]12[CH3:29])([CH3:39])[CH3:40]. Starting materials: [N+](=O)([O-])[C@](N(C1=CC=CC=C1)[N+](=O)[O-])(CCCCN)C(=O)O (dinitrophenyl-L-lysine), C(CN(CC(=O)O)CC(=O)O)N(CC(=O)O)CC(=O)O (EDTA), N-succinimidyl-6-maleimidohexanoate, CN(C=O)C (N,N-dimethylformamide). The solvent is P(=O)([O-])([O-])[O-].[Na+].[Na+].[Na+] (sodium phosphate). Product: C1(C=CC(N1)=O)=O.[N+](=O)([O-])[C@](N(C1=CC=CC=C1)[N+](=O)[O-])(CCCCN)C(=O)O (maleimide dinitrophenyl-L-lysine). As a reaction SMILES: [N+:1]([C@@:4]([C:20]([OH:22])=[O:21])([CH2:15][CH2:16][CH2:17][CH2:18][NH2:19])[N:5]([N+:12]([O-:14])=[O:13])[C:6]1[CH:11]=[CH:10][CH:9]=[CH:8][CH:7]=1)([O-:3])=[O:2].C(N(CC(O)=O)CC(O)=O)CN(CC(O)=O)CC(O)=[O:28].C[N:44]([CH3:47])[CH:45]=[O:46]>P([O-])([O-])([O-])=O.[Na+].[Na+].[Na+]>[C:45]1(=[O:46])[NH:44][C:47](=[O:28])[CH:15]=[CH:4]1.[N+:1]([C@@:4]([C:20]([OH:22])=[O:21])([CH2:15][CH2:16][CH2:17][CH2:18][NH2:19])[N:5]([N+:12]([O-:14])=[O:13])[C:6]1[CH:7]=[CH:8][CH:9]=[CH:10][CH:11]=1)([O-:3])=[O:2] |f:3.4.5.6,7.8|. Procedure details: An aliquot (1.5 ml) of 8.8 mM dinitrophenyl-L-lysine (Tokyo Kasei, Tokyo, Japan) in 0.1M sodium phosphate buffer, pH 7.0, containing 5 mM EDTA was incubated with 0.15 ml of 8.8 mM N-succinimidyl-6-maleimidohexanoate (Dojin Kagaku, Kumamoto, Japan) in N,N-dimethylformamide at 30° C. for 30 minutes. The solvent is C(Cl)Cl (DCM). RXN SMILES: N1C=CC=CC=1.[N:7]1[C:12]([NH2:13])=[CH:11][CH:10]=[CH:9][C:8]=1[NH2:14].[CH3:15][S:16](Cl)(=[O:18])=[O:17]>C(Cl)Cl>[NH2:13][C:12]1[N:7]=[C:8]([NH:14][S:16]([CH3:15])(=[O:18])=[O:17])[CH:9]=[CH:10][CH:11]=1. Procedure details: Pyridine (0.130 mL, 1.60 mmol) was added to pyridine-2,6-diamine (350 mg, 3.21 mmol) in DCM (6.4 mL). The reaction mixture was cooled to 0° C., and then methanesulfonyl chloride (0.124 mL, 1.60 mmol) was added dropwise. The reaction mixture was allowed to warm to room temperature, and then the reaction mixture was concentrated under reduced pressure. The residue was purified by silica gel chromatography (30-100% acetone/hexanes, linear gradient) to afford N-(6-aminopyridin-2-yl)methanesulfonamid... The yield is 50.0%. Starting materials: N1=CC=CC=C1 (Pyridine), N1=C(C=CC=C1N)N (pyridine-2,6-diamine), CS(=O)(=O)Cl (methanesulfonyl chloride). Run at temperature 0 celsius. Product: NC1=CC=CC(=N1)NS(=O)(=O)C (N-(6-aminopyridin-2-yl)methanesulfonamide). Reactants: ClC=1SC(=CC1)C(CCCCCl)=O (2-chloro-5-(5-chloropentanoyl)thiophene), C([O-])([O-])=O.[K+].[K+] (potassium carbonate), C(C)#N (acetonitrile), [I-].[Na+] (sodium iodide), OCCC1=CC=C(C(=O)[O-])C=C1 (4-hydroxyethylbenzoate). Yields the product ClC=1SC(=CC1)C(CCCCOC1=CC=C(C=C1)C(=O)OCC)=O (2-Chloro-5{5-[4-(ethoxycarbonyl)phenoxy]pentanoyl}thiophene). RXN SMILES: [Cl:1][C:2]1[S:3][C:4]([C:7](=[O:13])[CH2:8][CH2:9][CH2:10][CH2:11]Cl)=[CH:5][CH:6]=1.[I-].[Na+].OCC[C:19]1[CH:27]=[CH:26][C:22]([C:23]([O-:25])=[O:24])=[CH:21][CH:20]=1.C(=O)([O-])[O-:29].[K+].[K+].[C:34](#N)[CH3:35]>>[Cl:1][C:2]1[S:3][C:4]([C:7](=[O:13])[CH2:8][CH2:9][CH2:10][CH2:11][O:29][C:19]2[CH:20]=[CH:21][C:22]([C:23]([O:25][CH2:34][CH3:35])=[O:24])=[CH:26][CH:27]=2)=[CH:5][CH:6]=1 |f:1.2,4.5.6|. Procedure: A mixture consisting of 2-chloro-5-(5-chloropentanoyl)thiophene (3c) (2.13 g, 0.009 mol), sodium iodide (1.1 g, 0.0073 mol), 4-hydroxyethylbenzoate (1.7 g, 0.010 mol), and anhydrous potassium carbonate (6.2 g, 0.045 mol) in acetonitrile (50 ml) was refluxed for 24 hrs., cooled, and filtered. The resulting solution was deprived of the solvent and the residue was taken up with dichloromethane (100 ml). After washing with water and subsequent drying on anydrous sodium sulfate the solution was evapo... The reactants are CC(C)(C)C1=CC=C(C=C1C1=C(C=CC(=C1)OC)F)COC1=CC=C(C=C1)[C@H](CC(=O)OC)CCCC (Methyl (3S)-3-(4-(((6-(1,1-dimethylethyl)-2′-fluoro-5′-(methyloxy)-1,1′-biphenyl-3-yl)methyl)oxy)phenyl)heptanoate), C1CCOC1 (THF), CCO (EtOH), [OH-].[Na+] (sodium hydroxide). Run at time 19 hour. Product: CC(C)(C)C1=CC=C(C=C1C1=C(C=CC(=C1)OC)F)COC1=CC=C(C=C1)[C@H](CC(=O)O)CCCC ((3S)-3-(4-(((6-(1,1-Dimethylethyl)-2′-fluoro-5′-(methyloxy)-1,1′-biphenyl-3-yl)methyl)oxy)phenyl)heptanoic acid). The yield is 73.8%. As a reaction SMILES: [CH3:1][C:2]([C:5]1[C:10]([C:11]2[CH:16]=[C:15]([O:17][CH3:18])[CH:14]=[CH:13][C:12]=2[F:19])=[CH:9][C:8]([CH2:20][O:21][C:22]2[CH:27]=[CH:26][C:25]([C@@H:28]([CH2:34][CH2:35][CH2:36][CH3:37])[CH2:29][C:30]([O:32]C)=[O:31])=[CH:24][CH:23]=2)=[CH:7][CH:6]=1)([CH3:4])[CH3:3].C1COCC1.CCO.[OH-].[Na+]>>[CH3:4][C:2]([C:5]1[C:10]([C:11]2[CH:16]=[C:15]([O:17][CH3:18])[CH:14]=[CH:13][C:12]=2[F:19])=[CH:9][C:8]([CH2:20][O:21][C:22]2[CH:23]=[CH:24][C:25]([C@@H:28]([CH2:34][CH2:35][CH2:36][CH3:37])[CH2:29][C:30]([OH:32])=[O:31])=[CH:26][CH:27]=2)=[CH:7][CH:6]=1)([CH3:1])[CH3:3] |f:3.4|. Reported procedure: To a stirred solution of 30.1 (0.054 g, 0.11 mmol) in THF (2 mL, 0.2 mmol) and EtOH (2 mL, 0.2 mmol) at 23° C. was added a solution of 1 M sodium hydroxide (1.00 mL, 1.0 mmol). The resulting mixture was stirred for 19 hours. The reaction was then concentrated in vacuo, and 1 N HCl was added to bring the pH to 1. The resulting mixture was extracted with EtOAc, dried over MgSO4, filtered, and concentrated. The resulting product was purified by silica gel flash chromatography (0-20% EtOAc/hexane) t... Reactants: ClC1=C(C=CC=C1)C1(N=C(C(=N1)C1=CC(=CC=C1)OC)C1=CC(=CC=C1)OC)C1(N=C(C(=N1)C1=CC(=CC=C1)OC)C1=CC(=CC=C1)OC)C1=C(C=CC=C1)Cl (2,2'-bis(2-chlorophenyl)-4,4',5,5'-tetrakis(3-methoxyphenyl)biimidazole), COC1=C(C=CC=C1)C1(NC(C(=N1)C1=CC=CC=C1)(C1=CC=CC=C1)C1=CC=CC=C1)C1(N=CC(=N1)C1=CC=CC=C1)C1=C(C=CC=C1)OC (2,2'-bis(2-methoxyphenyl)-4,4',5,5-tetraphenylbiimidazole). The product is ClC1=C(C=CC=C1)C1(N=C(C(=N1)C1=CC=CC=C1)C1=CC=CC=C1)C1(N=C(C(=N1)C1=CC=CC=C1)C1=CC=CC=C1)C1=C(C=CC=C1)Cl (2,2'-bis(2-chlorophenyl)-4,4',5,5'-tetraphenylbiimidazole). As a reaction SMILES: [Cl:1][C:2]1[CH:7]=[CH:6][CH:5]=[CH:4][C:3]=1[C:8]1([C:29]2([C:50]3[CH:55]=[CH:54][CH:53]=[CH:52][C:51]=3[Cl:56])[N:33]=[C:32]([C:34]3[CH:39]=[CH:38][CH:37]=[C:36](OC)[CH:35]=3)[C:31]([C:42]3[CH:47]=[CH:46][CH:45]=[C:44](OC)[CH:43]=3)=[N:30]2)[N:12]=[C:11]([C:13]2[CH:18]=[CH:17][CH:16]=[C:15](OC)[CH:14]=2)[C:10]([C:21]2[CH:26]=[CH:25][CH:24]=[C:23](OC)[CH:22]=2)=[N:9]1.COC1C=CC=CC=1C1(C2(C3C=CC=CC=3OC)N=C(C3C=CC=CC=3)C=N2)N=C(C2C=CC=CC=2)C(C2C=CC=CC=2)(C2C=CC=CC=2)N1>>[Cl:56][C:51]1[CH:52]=[CH:53][CH:54]=[CH:55][C:50]=1[C:29]1([C:8]2([C:3]3[CH:4]=[CH:5][CH:6]=[CH:7][C:2]=3[Cl:1])[N:9]=[C:10]([C:21]3[CH:26]=[CH:25][CH:24]=[CH:23][CH:22]=3)[C:11]([C:13]3[CH:14]=[CH:15][CH:16]=[CH:17][CH:18]=3)=[N:12]2)[N:30]=[C:31]([C:42]2[CH:43]=[CH:44][CH:45]=[CH:46][CH:47]=2)[C:32]([C:34]2[CH:39]=[CH:38][CH:37]=[CH:36][CH:35]=2)=[N:33]1. Procedure details: 2,2'-bis(2-chlorophenyl)-4,4',5,5'-tetrakis(3-methoxyphenyl)biimidazole; 2,2'-bis(2-methoxyphenyl)-4,4',5,5-tetraphenylbiimidazole; etc. Starting materials: CN1CCC(C(C)(C)c2ccc(NC(=O)c3cccnc3F)cc2)CC1, NCc1ccc(F)cc1, [Na+], O=C([O-])O, c1ccncc1. Yields the product CN1CCC(C(C)(C)c2ccc(NC(=O)c3cccnc3NCc3ccc(F)cc3)cc2)CC1. Reaction SMILES: [F:1][c:2]1[c:3]([C:4](=[O:5])[NH:6][c:7]2[cH:8][cH:9][c:10]([C:13]([CH3:14])([CH:15]3[CH2:16][CH2:17][N:18]([CH3:21])[CH2:19][CH2:20]3)[CH3:22])[cH:11][cH:12]2)[cH:23][cH:24][cH:25][n:26]1.[F:27][c:28]1[cH:29][cH:30][c:31]([CH2:32][NH2:33])[cH:34][cH:35]1.[Na+:40].[O-:36][C:37]([OH:38])=[O:39].[cH:41]1[cH:42][cH:43][n:44][cH:45][cH:46]1>>[c:2]1([NH:33][CH2:32][c:31]2[cH:30][cH:29][c:28]([F:27])[cH:35][cH:34]2)[c:3]([C:4](=[O:5])[NH:6][c:7]2[cH:8][cH:9][c:10]([C:13]([CH3:14])([CH:15]3[CH2:16][CH2:17][N:18]([CH3:21])[CH2:19][CH2:20]3)[CH3:22])[cH:11][cH:12]2)[cH:23][cH:24][cH:25][n:26]1. Reaction SMILES: [C:1]([CH3:2])([CH3:3])([CH3:4])[O:5][C:6](=[O:7])[N:8]1[CH2:9][CH2:10][CH:11]([CH2:14][NH:15][CH:16]2[CH2:17][c:18]3[cH:19][c:20]([N+:26](=[O:27])[O-:28])[cH:21][cH:22][c:23]3[CH2:24][CH2:25]2)[CH2:12][CH2:13]1.[C:32]([O:33][BH-:34]([O:35][C:36](=[O:37])[CH3:38])[O:39][C:40](=[O:41])[CH3:42])(=[O:43])[CH3:44].[CH:29]([CH3:30])=[O:31].[Cl:46][CH:47]([Cl:48])[CH3:49].[Na+:45]>>[C:1]([CH3:2])([CH3:3])([CH3:4])[O:5][C:6](=[O:7])[N:8]1[CH2:9][CH2:10][CH:11]([CH2:14][N:15]([CH:16]2[CH2:17][c:18]3[cH:19][c:20]([N+:26](=[O:27])[O-:28])[cH:21][cH:22][c:23]3[CH2:24][CH2:25]2)[CH2:29][CH3:30])[CH2:12][CH2:13]1. Reactants: CC(C)(C)OC(=O)N1CCC(CNC2CCc3ccc([N+](=O)[O-])cc3C2)CC1, CC(=O)O[BH-](OC(C)=O)OC(C)=O, CC=O, CC(Cl)Cl, [Na+]. Product: CCN(CC1CCN(C(=O)OC(C)(C)C)CC1)C1CCc2ccc([N+](=O)[O-])cc2C1. The reactants are C(C1=CC=C(OC)C=C1)(C1=CC=C(OC)C=C1)(C1=CC=CC=C1)Cl (DMTCl), O([Si](C)(C)C(C)(C)C)[C@@H]([C@@H](CO)CN1C2=NC=NC(=C2N=C1)NC(C1=CC=CC=C1)=O)C ((2R,3R)-3-(tert-Butyldimethylsiloxy)-2-((6-benzamido-9H-purin-9-yl)methyl)butan-1-ol). Run in N1=CC=CC=C1 (pyridine). Conditions: time 20 hour. Product: O([Si](C)(C)C(C)(C)C)[C@@H]([C@@H](COC(C1=CC=CC=C1)(C1=CC=C(C=C1)OC)C1=CC=C(C=C1)OC)CN1C2=NC=NC(=C2N=C1)NC(C1=CC=CC=C1)=O)C ((2R,3R)-3-(tert-Butyldimethylsiloxy)-2-((6-benzamido-9H-purin-9-yl)methyl)-1-(bis(4-methoxyphenyl)(phenyl)methoxy)butane). Isolated yield 88.0%. RXN SMILES: [C:1](Cl)([C:18]1[CH:23]=[CH:22][CH:21]=[CH:20][CH:19]=1)([C:10]1[CH:17]=[CH:16][C:13]([O:14][CH3:15])=[CH:12][CH:11]=1)[C:2]1[CH:9]=[CH:8][C:5]([O:6][CH3:7])=[CH:4][CH:3]=1.[O:25]([C@H:33]([CH3:56])[C@H:34]([CH2:37][N:38]1[CH:46]=[N:45][C:44]2[C:39]1=[N:40][CH:41]=[N:42][C:43]=2[NH:47][C:48](=[O:55])[C:49]1[CH:54]=[CH:53][CH:52]=[CH:51][CH:50]=1)[CH2:35][OH:36])[Si:26]([C:29]([CH3:32])([CH3:31])[CH3:30])([CH3:28])[CH3:27]>N1C=CC=CC=1>[O:25]([C@H:33]([CH3:56])[C@H:34]([CH2:37][N:38]1[CH:46]=[N:45][C:44]2[C:39]1=[N:40][CH:41]=[N:42][C:43]=2[NH:47][C:48](=[O:55])[C:49]1[CH:50]=[CH:51][CH:52]=[CH:53][CH:54]=1)[CH2:35][O:36][C:1]([C:2]1[CH:9]=[CH:8][C:5]([O:6][CH3:7])=[CH:4][CH:3]=1)([C:10]1[CH:17]=[CH:16][C:13]([O:14][CH3:15])=[CH:12][CH:11]=1)[C:18]1[CH:19]=[CH:20][CH:21]=[CH:22][CH:23]=1)[Si:26]([C:29]([CH3:30])([CH3:31])[CH3:32])([CH3:28])[CH3:27]. Reported procedure: DMTCl (0.8 g. 2.37 mmol) was added in one portion to a stirred solution of 12 (0.82 g, 1.8 mmol) in 20 ml of anhydrous pyridine. The reaction was kept at room temperature for 20 hrs, concentrated and partitioned between ethyl acetate and 10% citric acid. The organic phase was washed with saturated NaCl, dried over Na2SO4 and concentrated. The resultant crude product was chromatographed on silica eluting with 50% ethyl acetate in hexane. Concentration of the pure product fractions afforded 1.2 g ... The reactants are C(C)(C)[N-]C(C)C.[Li+] (lithium diisopropylamide), ClC1=NN(C=C1C(=O)OCC)C (ethyl 3-chloro-1-methylpyrazole-4-carboxylate), S(=O)=O (sulfur dioxide). The solvent is C(C)OCC (diethyl ether). Reaction conditions: temperature -60 celsius, time 30 minute. Product: ClC1=NN(C(=C1C(=O)OCC)S(=O)[O-])C.[Li+] (lithium 3-chloro-4-ethoxycarbonyl-1-methlpyrazole-5-sulfinate). Reaction SMILES: [Cl:1][C:2]1[C:6]([C:7]([O:9][CH2:10][CH3:11])=[O:8])=[CH:5][N:4]([CH3:12])[N:3]=1.C([N-]C(C)C)(C)C.[Li+:20].[S:21](=[O:23])=[O:22]>C(OCC)C>[Cl:1][C:2]1[C:6]([C:7]([O:9][CH2:10][CH3:11])=[O:8])=[C:5]([S:21]([O-:23])=[O:22])[N:4]([CH3:12])[N:3]=1.[Li+:20] |f:1.2,5.6|. Reported procedure: 5.0 g of ethyl 3-chloro-1-methylpyrazole-4-carboxylate was dispersed in dry diethyl ether under cooling at -60° C. or lower. Into this solution there was added lithium diisopropylamide (1.2 molar equivalent) and after stirring for an hour sulfur dioxide gas was passed into this solution for 30 minutes. After stirring at -60° C. for 2 hours the reaction mixture was stirred at room temperature for 2 hours. Filtration and drying of the precipitate gave 6.0 g of lithium 3-chloro-4-ethoxycarbonyl-1-m...